From a dataset of the Open Reaction Database (ORD), a public repository of structured organic reaction records. describe an organic reaction: reactants, conditions, products, and yield Starting materials: CC(C)OC(=O)/N=N/C(=O)OC(C)C (diisopropylazodicarboxylate), C1(=CC=CC=C1)P(C1=CC=CC=C1)C1=CC=CC=C1 (triphenylphosphine), OCCN1CCN(CC1)C(=O)OC(C)(C)C (tert-Butyl 4-(2-hydroxyethyl)piperazine-1-carboxylate), CC1=C(C=CC=C1)N1S(NC2=C1C=CC=C2)(=O)=O (1-(2-methylphenyl)-1,3-dihydro-2,1,3-benzothiadiazole2,2-dioxide). Isolated yield 68.7%. Procedure details: In an analogous manner as general procedure II, step 1, a solution of 1-(2-methylphenyl)-1,3-dihydro-2,1,3-benzothiadiazole2,2-dioxide (0.2 g, 0.77 mmol) in tetrahydrofuran (10 mL) was cooled to 0° C., treated with triphenylphosphine (0.3 g, 1.2 mmol), tert-Butyl 4-(2-hydroxyethyl)piperazine-1-carboxylate (0.36 g, 1.54 mmol) were added followed by diisopropylazodicarboxylate (0.23 mL, 1.2 mmol to provide tert-butyl 4-{2-[3-(2-methylphenyl)-2,2-dioxido-2,1,3-benzothiadiazol-1(3H)-yl]ethyl}piperaz... Solvent: O1CCCC1 (tetrahydrofuran). Reaction SMILES: [CH3:1][C:2]1[CH:7]=[CH:6][CH:5]=[CH:4][C:3]=1[N:8]1[C:12]2[CH:13]=[CH:14][CH:15]=[CH:16][C:11]=2[NH:10][S:9]1(=[O:18])=[O:17].C1(P(C2C=CC=CC=2)C2C=CC=CC=2)C=CC=CC=1.O[CH2:39][CH2:40][N:41]1[CH2:46][CH2:45][N:44]([C:47]([O:49][C:50]([CH3:53])([CH3:52])[CH3:51])=[O:48])[CH2:43][CH2:42]1.CC(OC(/N=N/C(OC(C)C)=O)=O)C>O1CCCC1>[CH3:1][C:2]1[CH:7]=[CH:6][CH:5]=[CH:4][C:3]=1[N:8]1[C:12]2[CH:13]=[CH:14][CH:15]=[CH:16][C:11]=2[N:10]([CH2:39][CH2:40][N:41]2[CH2:46][CH2:45][N:44]([C:47]([O:49][C:50]([CH3:51])([CH3:53])[CH3:52])=[O:48])[CH2:43][CH2:42]2)[S:9]1(=[O:18])=[O:17]. The product is CC1=C(C=CC=C1)N1S(N(C2=C1C=CC=C2)CCN2CCN(CC2)C(=O)OC(C)(C)C)(=O)=O (tert-butyl 4-{2-[3-(2-methylphenyl)-2,2-dioxido-2,1,3-benzothiadiazol-1(3H)-yl]ethyl}piperazine-1-carboxylate). Starting materials: ClC=1C=C(C(CC1)C(=O)OCC)C1=CC=CC=C1 (ethyl 4-chloro-2-phenylcyclohexa-2,4-dienecarboxylate), ClC1=CC(=C(CC1)C(=O)OCC)C1=CC=CC=C1 (ethyl 4-chloro-2-phenylcyclohexa-1,3-dienecarboxylate), C[O-].[Na+] (NaOMe). Solvent: CO (MeOH). Conditions: time 17 hour. The product is C1(=CC=CC=C1)C1=C(C(=O)OCC)C=CC=C1 (ethyl 2-phenylbenzoate), C1(=CC=CC=C1)C1=C(C(=O)O)C=CC=C1 (2-phenylbenzoic acid). Isolated yield 53.8%. As a reaction SMILES: Cl[C:2]1[CH:3]=[C:4]([C:13]2[CH:18]=[CH:17][CH:16]=[CH:15][CH:14]=2)[CH:5]([C:8]([O:10][CH2:11][CH3:12])=[O:9])[CH2:6][CH:7]=1.Cl[C:20]1[CH2:25][CH2:24][C:23]([C:26]([O:28]CC)=[O:27])=[C:22]([C:31]2[CH:36]=[CH:35][CH:34]=[CH:33][CH:32]=2)[CH:21]=1.C[O-].[Na+]>CO>[C:13]1([C:4]2[CH:3]=[CH:2][CH:7]=[CH:6][C:5]=2[C:8]([O:10][CH2:11][CH3:12])=[O:9])[CH:14]=[CH:15][CH:16]=[CH:17][CH:18]=1.[C:31]1([C:22]2[CH:21]=[CH:20][CH:25]=[CH:24][C:23]=2[C:26]([OH:28])=[O:27])[CH:32]=[CH:33][CH:34]=[CH:35][CH:36]=1 |f:2.3|. Procedure details: To a stirred solution of a mixture(620 mg, 2.54 mmol) of ethyl 4-chloro-2-phenylcyclohexa-2,4-dienecarboxylate and ethyl 4-chloro-2-phenylcyclohexa-1,3-dienecarboxylate in MeOH(5 ml), NaOMe(28% in MeOH, 1.98 g, 10.1 mmol) was added. After stirring for 17 hr at room temperature, the solvent was evaporated under reduced pressure. Water was added to the residue and dil. HCl aq., and it was extracted with AcOEt. The organic layer was washed with brine and dried over MgSO4. After removal of the solve... Starting materials: N1C(=NC=C1)CN(CC=1NC=CN1)CC1=CC=C(CN(CCC(=O)O)CCCCN(CCC)CCC)C=C1 (3-[(4-{[bis-(1H-imidazol-2-ylmethyl)-amino]-methyl}-benzyl)-(4-dipropylamino-butyl)-amino]-propionic acid), CCN=C=NCCCN(C)C.Cl (WSCI hydrochloride), C=1C=CC2=C(C1)N=NN2O (HOBt), NC=1C=C(C#N)C=CC1N (3,4-diaminobenzonitrile). Solvent: CN(C)C=O (DMF). Product: NC1=C(C=C(C=C1)C#N)NC(CCCCN1CCCCC1)=O (5-piperidin-1-yl-pentanoic acid-(2-amino-5-cyano-phenyl)-amide). Yield: 214.8%. RXN SMILES: [NH2:1][C:2]1[CH:3]=[C:4]([CH:7]=[CH:8][C:9]=1[NH2:10])[C:5]#[N:6].CCN=C=NCCCN(C)C.Cl.C1C=CC2N([OH:32])N=NC=2C=1.N1C=CN=C1CN(C[C:47]1[CH:70]=[CH:69][C:50]([CH2:51][N:52]([CH2:58][CH2:59][CH2:60][CH2:61]N(CCC)CCC)[CH2:53]CC(O)=O)=CC=1)CC1NC=CN=1>CN(C=O)C>[NH2:10][C:9]1[CH:8]=[CH:7][C:4]([C:5]#[N:6])=[CH:3][C:2]=1[NH:1][C:47](=[O:32])[CH2:70][CH2:69][CH2:50][CH2:51][N:52]1[CH2:53][CH2:61][CH2:60][CH2:59][CH2:58]1 |f:1.2|. Procedure details: Commercially available 3,4-diaminobenzonitrile (0.461 g) was dissolved in DMF (18.4 ml) and added with WSCI hydrochloride (0.996 g), HOBt (0.702 g), and the compound (0.844 g) obtained in Example 60-1 and the whole was stirred at room temperature for 3 days. The reaction solution was concentrated under reduced pressure. The residue was added with water and subjected to separation/extraction with chloroform. The organic layer was washed with a saturated saline solution and then dried with anhydro... Reactants: Nc1ccc(F)c(Br)c1, O=C([O-])O, [Na+], O, COCCNc1nonc1C(Cl)=NO. Product: COCCNc1nonc1C(=NO)Nc1ccc(F)c(Br)c1. Reaction SMILES: [Br:15][c:16]1[cH:17][c:18]([NH2:19])[cH:20][cH:21][c:22]1[F:23].[C:24](=[O:25])([OH:26])[O-:27].[Na+:28].[OH2:29].[OH:1][N:2]=[C:3]([c:4]1[n:5][o:6][n:7][c:8]1[NH:9][CH2:10][CH2:11][O:12][CH3:13])[Cl:14]>>[OH:1][N:2]=[C:3]([c:4]1[n:5][o:6][n:7][c:8]1[NH:9][CH2:10][CH2:11][O:12][CH3:13])[NH:19][c:18]1[cH:17][c:16]([Br:15])[c:22]([F:23])[cH:21][cH:20]1. Reactants: S(=O)([O-])S(=O)[O-].[Na+].[Na+] (sodium dithionite), NC=1C(=C(C(=C(C1)Cl)Cl)C)[N+](=O)[O-] (3-amino-5,6-dichloro-2-nitrotoluene), C([O-])(O)=O.[K+] (potassium bicarbonate). Run in O (water), CO (methanol). Run at time 30 minute. Yields the product NC1=C(C(=C(C=C1N)Cl)Cl)C (2,3-diamino-5,6-dichlorotoluene). Isolated yield 75.9%. Reaction SMILES: S(S([O-])=O)([O-])=O.[Na+].[Na+].[NH2:9][C:10]1[C:11]([N+:19]([O-])=O)=[C:12]([CH3:18])[C:13]([Cl:17])=[C:14]([Cl:16])[CH:15]=1.C(=O)(O)[O-].[K+]>O.CO>[NH2:19][C:11]1[C:10]([NH2:9])=[CH:15][C:14]([Cl:16])=[C:13]([Cl:17])[C:12]=1[CH3:18] |f:0.1.2,4.5|. Procedure details: A solution of sodium dithionite (94 g, 0.54 mol) in water (1 L) was added to a stirred mixture of 3-amino-5,6-dichloro-2-nitrotoluene (from step (b), 39.7 g, 0.18 mol) and potassium bicarbonate (94 g, 0.94 mmol) in methanol (1 L) at room temperature. After 30 minutes, the mixture was concentrated under reduced pressure and the resulting suspension extracted with ethyl acetate (total of 700mi). The extracts were dried (MgSO4) and concentrated under reduced pressure to give 2,3-diamino-5,6-dichlor... Yields the product COCn1c(C(=O)NCC(SCc2ccccc2)C(OC)OC)cc2cccc(N(C)S(=O)(=O)c3ccccn3)c21. The reactants are O=C([O-])[O-], COCn1c(C(=O)NCC(SCc2ccccc2)C(OC)OC)cc2cccc(NS(=O)(=O)c3ccccn3)c21, CI, CN(C)C=O, CCOC(C)=O, [K+], [K+]. Reaction SMILES: [C:41](=[O:42])([O-:43])[O-:44].[CH2:1]([c:2]1[cH:3][cH:4][cH:5][cH:6][cH:7]1)[S:8][CH:9]([CH2:10][NH:11][C:12](=[O:13])[c:14]1[n:15]([CH2:33][O:34][CH3:35])[c:16]2[c:17]([NH:23][S:24](=[O:25])(=[O:26])[c:27]3[n:28][cH:29][cH:30][cH:31][cH:32]3)[cH:18][cH:19][cH:20][c:21]2[cH:22]1)[CH:36]([O:37][CH3:38])[O:39][CH3:40].[CH3:47][I:48].[CH3:49][N:50]([CH3:51])[CH:52]=[O:53].[CH3:54][CH2:55][O:56][C:57](=[O:58])[CH3:59].[K+:45].[K+:46]>>[CH2:1]([c:2]1[cH:3][cH:4][cH:5][cH:6][cH:7]1)[S:8][CH:9]([CH2:10][NH:11][C:12](=[O:13])[c:14]1[n:15]([CH2:33][O:34][CH3:35])[c:16]2[c:17]([N:23]([S:24](=[O:25])(=[O:26])[c:27]3[n:28][cH:29][cH:30][cH:31][cH:32]3)[CH3:41])[cH:18][cH:19][cH:20][c:21]2[cH:22]1)[CH:36]([O:37][CH3:38])[O:39][CH3:40]. The reactants are C1CCOC1, CO, Cl, [Na+], [OH-], COC(=O)c1csc(N2CCc3cccc(C(=O)Nc4nc5ccccc5s4)c3C2)n1. The product is O=C(O)c1csc(N2CCc3cccc(C(=O)Nc4nc5ccccc5s4)c3C2)n1. Reaction SMILES: [CH2:35]1[O:36][CH2:37][CH2:38][CH2:39]1.[CH3:40][OH:41].[ClH:34].[Na+:33].[OH-:32].[s:1]1[c:2]([NH:10][C:11](=[O:12])[c:13]2[cH:14][cH:15][cH:16][c:17]3[c:22]2[CH2:21][N:20]([c:23]2[s:24][cH:25][c:26]([C:28](=[O:29])[O:30][CH3:31])[n:27]2)[CH2:19][CH2:18]3)[n:3][c:4]2[c:5]1[cH:6][cH:7][cH:8][cH:9]2>>[s:1]1[c:2]([NH:10][C:11](=[O:12])[c:13]2[cH:14][cH:15][cH:16][c:17]3[c:22]2[CH2:21][N:20]([c:23]2[s:24][cH:25][c:26]([C:28](=[O:29])[OH:30])[n:27]2)[CH2:19][CH2:18]3)[n:3][c:4]2[c:5]1[cH:6][cH:7][cH:8][cH:9]2. Reactants: CCCCCC, ClCn1cncn1, N#CC(CCc1cccs1)c1ccc(Cl)cc1, Cl, [H-], [Na+], CN(C)C=O, O. Product: N#CC(CCc1cccs1)(Cn1cncn1)c1ccc(Cl)cc1. RXN SMILES: [CH3:33][CH2:34][CH2:35][CH2:36][CH2:37][CH3:38].[Cl:26][CH2:27][n:28]1[n:29][cH:30][n:31][cH:32]1.[Cl:3][c:4]1[cH:5][cH:6][c:7]([CH:10]([C:11]#[N:12])[CH2:13][CH2:14][c:15]2[s:16][cH:17][cH:18][cH:19]2)[cH:8][cH:9]1.[ClH:25].[H-:1].[Na+:2].[O:20]=[CH:21][N:22]([CH3:23])[CH3:24].[OH2:39]>>[Cl:3][c:4]1[cH:5][cH:6][c:7]([C:10]([C:11]#[N:12])([CH2:13][CH2:14][c:15]2[s:16][cH:17][cH:18][cH:19]2)[CH2:27][n:28]2[n:29][cH:30][n:31][cH:32]2)[cH:8][cH:9]1.